Dataset: the Open Reaction Database (ORD), a public repository of structured organic reaction records. Task: describe an organic reaction: reactants, conditions, products, and yield The reactants are CN (methylamine), ClC=1C=C(C=C(C1)Cl)C1(CC(=NO1)C1=CC(=C(C(=O)Cl)C=C1)C)C(F)(F)F (4-[5-(3,5-dichlorophenyl)-5-trifluoromethyl-4,5-dihydroisoxazol-3-yl]-2-methylbenzoyl-chloride). Solvent: O1CCCC1 (tetrahydrofuran), O1CCCC1 (tetrahydrofuran). Yields the product ClC=1C=C(C=C(C1)Cl)C1(CC(=NO1)C1=CC(=C(C(=O)NC)C=C1)C)C(F)(F)F (4-[5-(3,5-dichlorophenyl)-5-trifluoromethyl-4,5-dihydroisoxazole-3-yl]-2-methyl-N-methyl benzoic acid amide). The yield is 101.3%. As a reaction SMILES: [Cl:1][C:2]1[CH:3]=[C:4]([C:9]2([C:24]([F:27])([F:26])[F:25])[O:13][N:12]=[C:11]([C:14]3[CH:22]=[CH:21][C:17]([C:18](Cl)=[O:19])=[C:16]([CH3:23])[CH:15]=3)[CH2:10]2)[CH:5]=[C:6]([Cl:8])[CH:7]=1.[CH3:28][NH2:29]>O1CCCC1>[Cl:1][C:2]1[CH:3]=[C:4]([C:9]2([C:24]([F:27])([F:26])[F:25])[O:13][N:12]=[C:11]([C:14]3[CH:22]=[CH:21][C:17]([C:18]([NH:29][CH3:28])=[O:19])=[C:16]([CH3:23])[CH:15]=3)[CH2:10]2)[CH:5]=[C:6]([Cl:8])[CH:7]=1. Reported procedure: In a mixture of 2.3 g of 40% methylamine aqueous solution and 10 mL of tetrahydrofuran, a solution of 1.0 g of 4-[5-(3,5-dichlorophenyl)-5-trifluoromethyl-4,5-dihydroisoxazol-3-yl]-2-methylbenzoyl-chloride synthesized in Step 4 of Synthetic Example 1 in 10 mL of tetrahydrofuran was added dropwise under cooling with ice and with stirring. After the completion of the addition dropwise, it was continued to stir further for 18 hours. After the completion of the reaction, the solvent was distilled of...